describe an organic reaction: reactants, conditions, products, and yield From a dataset of the Open Reaction Database (ORD), a public repository of structured organic reaction records. Yields the product BrC1=CC=C(C=C1)/C(=C/COC1=CC=C(C=C1)CC(=O)O)/C1=CC=CC=C1 ((E)-{4-[3-(4-Bromo-phenyl)-3-phenyl-allyloxy]-phenyl}-acetic acid). Yield: 72.3%. Run in C1CCOC1 (THF), C(C)O (ethanol). Conditions: temperature 60 celsius, time 1 hour. Reported procedure: To a solution of (E)-{4-[3-(4-bromo-phenyl)-3-phenyl-allyloxy]-phenyl}-acetic acid ethyl ester (example 11) (700 mg, 1.6 mmol) in THF (5 m) and ethanol (5 ml) was added 1N, NaOH (5.0 ml) and the reaction mixture was stirred for 1 h at 60° C. for 1 h and at room temperature over night. The reaction mixture was added water and the organic solvent evaporated. 1 N HCl was added to pH ˜1-2 and the product extracted with dichloromethane/isopropanol (19:1). The combined organic phases were dried (MgSO4... As a reaction SMILES: C([O:3][C:4](=[O:29])[CH2:5][C:6]1[CH:11]=[CH:10][C:9]([O:12][CH2:13]/[CH:14]=[C:15](/[C:22]2[CH:27]=[CH:26][C:25]([Br:28])=[CH:24][CH:23]=2)\[C:16]2[CH:21]=[CH:20][CH:19]=[CH:18][CH:17]=2)=[CH:8][CH:7]=1)C.[OH-].[Na+].O>C1COCC1.C(O)C>[Br:28][C:25]1[CH:24]=[CH:23][C:22](/[C:15](/[C:16]2[CH:17]=[CH:18][CH:19]=[CH:20][CH:21]=2)=[CH:14]/[CH2:13][O:12][C:9]2[CH:10]=[CH:11][C:6]([CH2:5][C:4]([OH:29])=[O:3])=[CH:7][CH:8]=2)=[CH:27][CH:26]=1 |f:1.2|. The reactants are C(C)OC(CC1=CC=C(C=C1)OC\C=C(/C1=CC=CC=C1)\C1=CC=C(C=C1)Br)=O ((E)-{4-[3-(4-bromo-phenyl)-3-phenyl-allyloxy]-phenyl}-acetic acid ethyl ester), [OH-].[Na+] (NaOH), O (water). Starting materials: [I-].CSC=1SC[C@H]2[N+]1CC=1C=CC=CC1C2 ((S)-3-methylthio-1,5,10,10a-tetrahydrothiazolo[3,4-b]isoquinolinium iodide), NC=1C=CC=C2C=CN=CC12 (8-aminoisoquinoline). As a reaction SMILES: [I-].CS[C:4]1[S:5][CH2:6][C@@H:7]2[CH2:16][C:15]3[CH:14]=[CH:13][CH:12]=[CH:11][C:10]=3[CH2:9][N+:8]=12.[NH2:17][C:18]1[CH:19]=[CH:20][CH:21]=[C:22]2[C:27]=1[CH:26]=[N:25][CH:24]=[CH:23]2>>[CH:26]1[C:27]2[C:22](=[CH:21][CH:20]=[CH:19][C:18]=2[N:17]=[C:4]2[N:8]3[CH2:9][C:10]4[CH:11]=[CH:12][CH:13]=[CH:14][C:15]=4[CH2:16][C@H:7]3[CH2:6][S:5]2)[CH:23]=[CH:24][N:25]=1 |f:0.1|. Product: C1=NC=CC2=CC=CC(=C12)N=C1SC[C@H]2N1CC=1C=CC=CC1C2 ((S)-3-(isoquinol-8-ylimino)-1,5,10,10a-tetrahydrothiazolo[3,4-b]isoquinoline). Procedure: By following the procedure of Example 2, but using (S)-3-methylthio-1,5,10,10a-tetrahydrothiazolo[3,4-b]isoquinolinium iodide (18.2 g) and 8-aminoisoquinoline (10.9 g) as the starting materials, (S)-3-(isoquinol-8-ylimino)-1,5,10,10a-tetrahydrothiazolo[3,4-b]isoquinoline (11.8 g) is obtained in the form of pale yellow crystals, m.p.=206° C. Isolated yield 71.1%. Starting materials: Clc1cc(Cl)ncn1, [H-], [Na+], C1CCOC1, OCCO. Yields the product OCCOc1cc(Cl)ncn1. RXN SMILES: [Cl:1][c:2]1[n:3][cH:4][n:5][c:6]([Cl:8])[cH:7]1.[H-:13].[Na+:14].[O:15]1[CH2:16][CH2:17][CH2:18][CH2:19]1.[OH:9][CH2:10][CH2:11][OH:12]>>[Cl:1][c:2]1[n:3][cH:4][n:5][c:6]([O:9][CH2:10][CH2:11][OH:12])[cH:7]1. Reactants: C(C)(C)OC=1C=C(C(=S)N)C=CC1 (3-Isopropoxythiobenzamide), ClC(C(=O)OCC)C(=O)C (ethyl 2-chloroacetoacetate). Run in C(C)O (ethanol). Conditions: temperature 70 celsius. The product is C(C)(C)OC=1C=C(C=CC1)C=1SC(=C(N1)C)C(=O)O (2-(3-isopropoxyphenyl)-4-methyl-5-thiazolecarboxylic acid). The yield is 64.6%. As a reaction SMILES: [CH:1]([O:4][C:5]1[CH:6]=[C:7]([CH:11]=[CH:12][CH:13]=1)[C:8]([NH2:10])=[S:9])([CH3:3])[CH3:2].Cl[CH:15]([C:21]([CH3:23])=O)[C:16]([O:18]CC)=[O:17]>C(O)C>[CH:1]([O:4][C:5]1[CH:6]=[C:7]([C:8]2[S:9][C:15]([C:16]([OH:18])=[O:17])=[C:21]([CH3:23])[N:10]=2)[CH:11]=[CH:12][CH:13]=1)([CH3:3])[CH3:2]. Procedure details: 390 mg of 3-Isopropoxythiobenzamide was dissolved in 5 ml of ethanol, 360 mg of ethyl 2-chloroacetoacetate was added to the solution, and the mixture was heated under reflux for five hours. After the reaction mixture was cooled, it was concentrated and subjected to silica gel chromatography (eluent, hexane: ethyl acetate=9:1) to separate an intended product (490 mg). The resulting oily substance was dissolved in 5 ml of ethanol, 10 ml of a 1N aqueous sodium hydroxide solution was added, and the ...